Dataset: the Open Reaction Database (ORD), a public repository of structured organic reaction records. Task: describe an organic reaction: reactants, conditions, products, and yield The reactants are Cl (HCl), C(C)(C)(C)OC(=O)N1CCN(CC1)C(C)C (1-isopropylpiperazine-4-carboxylic acid tert-butyl ester), resultant mixture. Solvent: C(C)O (ethanol). The product is Cl.C(C)(C)N1CCNCC1 (1-Isopropylpiperazine hydrochloride). Yield: 41.0%. As a reaction SMILES: [ClH:1].C(OC([N:9]1[CH2:14][CH2:13][N:12]([CH:15]([CH3:17])[CH3:16])[CH2:11][CH2:10]1)=O)(C)(C)C>C(O)C>[ClH:1].[CH:15]([N:12]1[CH2:13][CH2:14][NH:9][CH2:10][CH2:11]1)([CH3:17])[CH3:16] |f:3.4|. Procedure: 1M HCl in ethanol (40 mL) was added to 1-isopropylpiperazine-4-carboxylic acid tert-butyl ester (2.253 g) obtained from Referential Example 94, and the resultant mixture was stirred at room temperature for 17 hours, and then refluxed under heat for 1 hour. The solvent was evaporated under reduced pressure. Ethanol was added to the residue, and the insoluble solid was recovered by filtration, to thereby give the title compound (824 mg, 41%). Reactants: COc1cccc(CCc2ccccc2OCCC2CCCCN2C(=O)OC(C)(C)C)c1, Cl, C1COCCO1. Product: Cl, COc1cccc(CCc2ccccc2OCCC2CCCCN2)c1. Reaction SMILES: [C:2]([O:3][C:4](=[O:5])[N:9]1[CH:10]([CH2:15][CH2:16][O:17][c:18]2[c:19]([CH2:24][CH2:25][c:26]3[cH:27][c:28]([O:32][CH3:33])[cH:29][cH:30][cH:31]3)[cH:20][cH:21][cH:22][cH:23]2)[CH2:11][CH2:12][CH2:13][CH2:14]1)([CH3:6])([CH3:7])[CH3:8].[ClH:1].[O:34]1[CH2:35][CH2:36][O:37][CH2:38][CH2:39]1>>[ClH:1].[NH:9]1[CH:10]([CH2:15][CH2:16][O:17][c:18]2[c:19]([CH2:24][CH2:25][c:26]3[cH:27][c:28]([O:32][CH3:33])[cH:29][cH:30][cH:31]3)[cH:20][cH:21][cH:22][cH:23]2)[CH2:11][CH2:12][CH2:13][CH2:14]1. Starting materials: C(CCC)[Li] (n-butyl lithium), BrC1=C(C=C2C(=N1)CCCCC2)C (2-bromo-6,7,8,9-tetrahydro-3-methyl-5H-cyclohepta[b]pyridine), O (water), C1=CC(=CC=C1C=O)C(F)(F)F (a,a,a-tri-fluoro-p-tolualdehyde). The solvent is CCCCCC (n-hexane), C1(=CC=CC=C1)C (toluene), C1(=CC=CC=C1)C (toluene), C1(=CC=CC=C1)C (toluene). Conditions: time 0.25 hour. Yields the product FC(C1=CC=C(C=C1)C(O)C1=C(C=C2C(=N1)CCCCC2)C)(F)F (1-(4-Trifluoromethylphenyl)-1-(6,7,8,9-tetrahydro-3-methyl-5H-cyclohepta[b]pyrid-2-yl)methanol). The yield is 60.3%. As a reaction SMILES: C([Li])CCC.Br[C:7]1[N:12]=[C:11]2[CH2:13][CH2:14][CH2:15][CH2:16][CH2:17][C:10]2=[CH:9][C:8]=1[CH3:18].[CH:19]1[C:24]([CH:25]=[O:26])=[CH:23][CH:22]=[C:21]([C:27]([F:30])([F:29])[F:28])[CH:20]=1.O>CCCCCC.C1(C)C=CC=CC=1>[F:28][C:27]([F:29])([F:30])[C:21]1[CH:20]=[CH:19][C:24]([CH:25]([C:7]2[N:12]=[C:11]3[CH2:13][CH2:14][CH2:15][CH2:16][CH2:17][C:10]3=[CH:9][C:8]=2[CH3:18])[OH:26])=[CH:23][CH:22]=1. Procedure: To a solution of 1.6M n-butyl lithium in n-hexane (16.5 ml) in toluene (20 ml) at -20° C., under nitrogen, was added a solution of 2-bromo-6,7,8,9-tetrahydro-3-methyl-5H-cyclohepta[b]pyridine (6.0 g, 0.025 m) in toluene (30 ml). The reaction mixture was kept at -20° C. for 0.25 hours and then blown over into a solution of a,a,a-tri-fluoro-p-tolualdehyde (4.7 g) in toluene (30 ml) at -20° C. The solution was allowed to warm up to room temperature and water added. The organic phase was separated w... Starting materials: ClN1C(CCC1=O)=O (N-chlorosuccinimide), NC1=NC(=NC(=C1)Cl)Cl (4-amino-2,6-dichloropyrimidine), O (water). The solvent is CN(C)C=O (DMF). Yields the product ClC1=NC(=C(C(=N1)N)Cl)Cl (2,5,6-trichloropyrimidine-4-amine). The yield is 115.7%. As a reaction SMILES: [NH2:1][C:2]1[CH:7]=[C:6]([Cl:8])[N:5]=[C:4]([Cl:9])[N:3]=1.[Cl:10]N1C(=O)CCC1=O.O>CN(C=O)C>[Cl:9][C:4]1[N:3]=[C:2]([NH2:1])[C:7]([Cl:10])=[C:6]([Cl:8])[N:5]=1. Procedure details: 1 g (6.1 mmol) of 4-amino-2,6-dichloropyrimidine were dissolved in 5 ml of DMF. To this solution was added 0.98 g (7.32 mmol) of N-chlorosuccinimide. The solution was poured onto 100 ml of cool water. The formed precipitate was filtered, washed with water and dried to yield 1.4 g (80%) of a white solid. Starting materials: O=C(Cl)c1ccccc1, COc1cc(C=C(C(=O)N(C)C)c2ccc(N)cc2)cc(OC)c1, c1ccccc1. Yields the product COc1cc(C=C(C(=O)N(C)C)c2ccc(NC(=O)c3ccccc3)cc2)cc(OC)c1. RXN SMILES: [C:25]([c:26]1[cH:27][cH:28][cH:29][cH:30][cH:31]1)(=[O:32])[Cl:33].[NH2:1][c:2]1[cH:3][cH:4][c:5]([C:8]([C:9](=[O:10])[N:11]([CH3:12])[CH3:13])=[CH:14][c:15]2[cH:16][c:17]([O:23][CH3:24])[cH:18][c:19]([O:21][CH3:22])[cH:20]2)[cH:6][cH:7]1.[cH:34]1[cH:35][cH:36][cH:37][cH:38][cH:39]1>>[NH:1]([c:2]1[cH:3][cH:4][c:5]([C:8]([C:9](=[O:10])[N:11]([CH3:12])[CH3:13])=[CH:14][c:15]2[cH:16][c:17]([O:23][CH3:24])[cH:18][c:19]([O:21][CH3:22])[cH:20]2)[cH:6][cH:7]1)[C:25]([c:26]1[cH:27][cH:28][cH:29][cH:30][cH:31]1)=[O:32]. Starting materials: C(#N)C=1C=CC2=C(NC=N2)C1 (6-cyano-1H-benzimidazole), [OH-].[Na+] (sodium hydroxide), ClCCCCBr (4-chlorobromobutane). The reagents and catalysts are [Br-].C(CCC)[N+](CCCC)(CCCC)CCCC (tetrabutyl ammonium bromide). Run at temperature 60 celsius. Yields the product ClCCCCN1C=NC2=C1C=C(C=C2)C#N (1-(4-chlorobutyl)-6-cyano-1H-benzimidazole). Yield: 62.9%. RXN SMILES: [C:1]([C:3]1[CH:4]=[CH:5][C:6]2[N:10]=[CH:9][NH:8][C:7]=2[CH:11]=1)#[N:2].[OH-].[Na+].[Cl:14][CH2:15][CH2:16][CH2:17][CH2:18]Br>[Br-].C([N+](CCCC)(CCCC)CCCC)CCC>[Cl:14][CH2:15][CH2:16][CH2:17][CH2:18][N:8]1[C:7]2[CH:11]=[C:3]([C:1]#[N:2])[CH:4]=[CH:5][C:6]=2[N:10]=[CH:9]1 |f:1.2,4.5|. Procedure: 6-cyano-1H-benzimidazole (14.3 g, 0.10 mol) was dissolved into 200 ml of 20% wt. sodium hydroxide, 4-chlorobromobutane (34.3 g, 0.20 mol) and tetrabutyl ammonium bromide (1.0 g) were added, and mixed for 5 min. The mixture was heated to 60° C., stirred to react for 2 hours. Post treatment was performed based on common method one for synthesis. Oily products were separated and purified by chromatography with neutral Al2O3 to produce 14.7 g of 1-(4-chlorobutyl)-6-cyano-1H-benzimidazole, with a yie...